From a dataset of the Open Reaction Database (ORD), a public repository of structured organic reaction records. describe an organic reaction: reactants, conditions, products, and yield Reactants: C(C1=CC=CC=C1)OC1=CC=C(C=C1)C[C@@H](C=1SC=CN1)NC(OC(C)(C)C)=O (tert-butyl (S)-[2-(4-benzyloxyphenyl)-1-(thiazol-2-yl)ethyl]carbamate), Cl.C(C)(=O)OCC (HCl ethyl acetate). Run in C(C)(=O)OCC (ethyl acetate). Reaction conditions: time 30 minute. Yields the product Cl.C(C1=CC=CC=C1)OC1=CC=C(C=C1)C[C@@H](C=1SC=CN1)N ((S)-2-(4-benzyloxyphenyl)-1-(thiazol-2-yl)ethylamine hydrochloride). Isolated yield 70.0%. Reaction SMILES: [CH2:1]([O:8][C:9]1[CH:14]=[CH:13][C:12]([CH2:15][C@H:16]([NH:22]C(=O)OC(C)(C)C)[C:17]2[S:18][CH:19]=[CH:20][N:21]=2)=[CH:11][CH:10]=1)[C:2]1[CH:7]=[CH:6][CH:5]=[CH:4][CH:3]=1.[ClH:30].C(OCC)(=O)C>C(OCC)(=O)C>[ClH:30].[CH2:1]([O:8][C:9]1[CH:14]=[CH:13][C:12]([CH2:15][C@H:16]([NH2:22])[C:17]2[S:18][CH:19]=[CH:20][N:21]=2)=[CH:11][CH:10]=1)[C:2]1[CH:7]=[CH:6][CH:5]=[CH:4][CH:3]=1 |f:1.2,4.5|. Reported procedure: To a solution of tert-butyl (S)-[2-(4-benzyloxyphenyl)-1-(thiazol-2-yl)ethyl]carbamate (112 mg, 0.273 mmol) in ethyl acetate (1 ml) was added 4N HCl-ethyl acetate solution (1 ml), and the mixture was stirred at room temperature for 30 min. The solvent was evaporated under reduced pressure, and hexane:diethyl ether (3:1) solution was added to the obtained residue. The precipitated solid was collected by filtration and washed with hexane:diethyl ether (3:1) solution. The obtained solid was dried i... Reactants: CO, O=C[O-], [NH4+], COC(=O)C1CCN(Cc2ccccc2)C1. The product is COC(=O)C1CCNC1. As a reaction SMILES: [CH3:21][OH:22].[CH:1]([O-:2])=[O:3].[NH4+:4].[c:5]1([CH2:6][N:12]2[CH2:13][CH:14]([C:17](=[O:18])[O:19][CH3:20])[CH2:15][CH2:16]2)[cH:7][cH:8][cH:9][cH:10][cH:11]1>>[NH:12]1[CH2:13][CH:14]([C:17](=[O:18])[O:19][CH3:20])[CH2:15][CH2:16]1.